This data is from the Open Reaction Database (ORD), a public repository of structured organic reaction records. The task is: describe an organic reaction: reactants, conditions, products, and yield The reactants are FC(S(=O)C1=CC=C(C=C1)NC(CC#N)=O)(F)F (N-(4'-trifluoromethylsulfinyl-phenyl)-cyanoacetamide), [H-].[Na+] (sodium hydride), Cl.O (HCl water), C1(CC1)C(=O)Cl (cyclopropylcarbonyl chloride). The reagents and catalysts are N1C=NC=C1 (imidazole). The solvent is C1CCOC1 (THF). Run at time 10 minute. The product is FC(S(=O)C1=CC=C(C=C1)NC(C(=C(O)C1CC1)C#N)=O)(F)F (N-(4'-trifluoromethylsulfinyl-phenyl)-2-cyano-3-cyclopropyl-3-hydroxy-prop-2-enamide). The yield is 65.9%. Reaction SMILES: [F:1][C:2]([F:18])([F:17])[S:3]([C:5]1[CH:10]=[CH:9][C:8]([NH:11][C:12](=[O:16])[CH2:13][C:14]#[N:15])=[CH:7][CH:6]=1)=[O:4].[H-].[Na+].[CH:21]1([C:24](Cl)=[O:25])[CH2:23][CH2:22]1.Cl.O>C1COCC1.N1C=CN=C1>[F:18][C:2]([F:17])([F:1])[S:3]([C:5]1[CH:6]=[CH:7][C:8]([NH:11][C:12](=[O:16])[C:13]([C:14]#[N:15])=[C:24]([CH:21]2[CH2:23][CH2:22]2)[OH:25])=[CH:9][CH:10]=1)=[O:4] |f:1.2,4.5|. Reported procedure: 3.1 g (0.0112 mole) of N-(4'-trifluoromethylsulfinyl-phenyl)-cyanoacetamide in 100 ml of anhydrous THF and 10 mg of catalytic imidazole and 0.75 g (0.0246 mole) of sodium hydride (80% oil dispersion) were stirred at room temperature for 90 minutes and then 1.32 ml (0.0146 mole) of cyclopropylcarbonyl chloride were added dropwise. The solution was stirred at room temperature for 10 minutes, was poured into a 1M HCl/water mixture and was filtered. The product was dissolved in dichloromethane and c... Reactants: CSc1ncc(C=O)cn1, CC(C)[Mg+], [Cl-], [Cl-], [NH4+], C1CCOC1, O=S(=O)(c1ccccc1)n1cc(I)c2cc(Cl)cnc21. The product is CSc1ncc(C(O)c2cn(S(=O)(=O)c3ccccc3)c3ncc(Cl)cc23)cn1. RXN SMILES: [CH3:26][S:27][c:28]1[n:29][cH:30][c:31]([CH:34]=[O:35])[cH:32][n:33]1.[CH:22]([Mg+:23])([CH3:24])[CH3:25].[Cl-:21].[Cl-:36].[NH4+:37].[O:38]1[CH2:39][CH2:40][CH2:41][CH2:42]1.[c:1]1([S:7](=[O:8])(=[O:9])[n:10]2[cH:11][c:12]([I:20])[c:13]3[c:14]2[n:15][cH:16][c:17]([Cl:19])[cH:18]3)[cH:2][cH:3][cH:4][cH:5][cH:6]1>>[c:1]1([S:7](=[O:8])(=[O:9])[n:10]2[cH:11][c:12]([CH:34]([c:31]3[cH:30][n:29][c:28]([S:27][CH3:26])[n:33][cH:32]3)[OH:35])[c:13]3[c:14]2[n:15][cH:16][c:17]([Cl:19])[cH:18]3)[cH:2][cH:3][cH:4][cH:5][cH:6]1.